describe an organic reaction: reactants, conditions, products, and yield From a dataset of the Open Reaction Database (ORD), a public repository of structured organic reaction records. Starting materials: [BH4-], CO, Nc1ccc(C(=O)N2CCOCC2)cc1[N+](=O)[O-], NN, [Na+], O, O, O, O, O, O, O, O=S(=O)(O)O. Product: Nc1ccc(C(=O)N2CCOCC2)cc1N. Reaction SMILES: [BH4-:13].[CH3:35][OH:36].[N+:15]([O-:16])(=[O:17])[c:18]1[c:19]([NH2:20])[cH:21][cH:22][c:23]([C:25](=[O:26])[N:27]2[CH2:28][CH2:29][O:30][CH2:31][CH2:32]2)[cH:24]1.[NH2:33][NH2:34].[Na+:14].[OH2:1].[OH2:2].[OH2:3].[OH2:4].[OH2:5].[OH2:6].[OH2:7].[S:8]([OH:9])([OH:10])(=[O:11])=[O:12]>>[NH2:15][c:18]1[c:19]([NH2:20])[cH:21][cH:22][c:23]([C:25](=[O:26])[N:27]2[CH2:28][CH2:29][O:30][CH2:31][CH2:32]2)[cH:24]1. The reactants are ClC=1C=C(C(=O)NC2=CC=C(C3=CC=CC=C23)OCCN2CCOCC2)C=CN1 (2-chloro-N-[4-(2-morpholin-4-yl-ethoxy)-naphthalen-1-yl]-isonicotinamide), CC1CCNCC1 (4-methylpiperidine). The product is N1(CCOCC1)CCOC1=CC=C(C2=CC=CC=C12)NC(=O)C1=CC(=NC=C1)N1CCC(CC1)C (4-Methyl-3,4,5,6-tetrahydro-2 H-[1,2′]bipyridinyl-4′-carboxylic acid [4-(2-morpholin-4-yl-ethoxy)-naphthalen-1-yl]-amide). Reaction SMILES: Cl[C:2]1[CH:3]=[C:4]([CH:27]=[CH:28][N:29]=1)[C:5]([NH:7][C:8]1[C:17]2[C:12](=[CH:13][CH:14]=[CH:15][CH:16]=2)[C:11]([O:18][CH2:19][CH2:20][N:21]2[CH2:26][CH2:25][O:24][CH2:23][CH2:22]2)=[CH:10][CH:9]=1)=[O:6].[CH3:30][CH:31]1[CH2:36][CH2:35][NH:34][CH2:33][CH2:32]1>>[N:21]1([CH2:20][CH2:19][O:18][C:11]2[C:12]3[C:17](=[CH:16][CH:15]=[CH:14][CH:13]=3)[C:8]([NH:7][C:5]([C:4]3[CH:27]=[CH:28][N:29]=[C:2]([N:34]4[CH2:35][CH2:36][CH:31]([CH3:30])[CH2:32][CH2:33]4)[CH:3]=3)=[O:6])=[CH:9][CH:10]=2)[CH2:26][CH2:25][O:24][CH2:23][CH2:22]1. Procedure details: Compound is formed by reacting 2-chloro-N-[4-(2-morpholin-4-yl-ethoxy)-naphthalen-1-yl]-isonicotinamide and 4-methylpiperidine under conditions described in general procedure A. 1H NMR (300 MHz, DMSO-d6) δ 10.34 (s, 1H), 8.26 (d, 1H), 8.22 (m, 1H), 7.84 (m, 1H), 7.57 (m, 2 H), 7.45 (d, 1H), 7.39 (s, 1H), 7.13 (d, 1H), 7.05 (d, 1H), 4.41 (d, 2H), 4.31 (t, 2H), 3.60 (t, 4 H), 2.88 (m, 4H), 2.57 (m, 4 H), 1.68 (m, 4H), 1.11 (m, 1H), 0.95 (d, 3 H). MS: 475.2 (M+1).